Dataset: the Open Reaction Database (ORD), a public repository of structured organic reaction records. Task: describe an organic reaction: reactants, conditions, products, and yield Starting materials: IC1=C(C=C(C=C1)C(F)(F)F)O (2-iodo-5-trifluoromethylphenol), [H-].[Na+] (NaH), C(Cl)C1CO1 (epichlorohydrin). Solvent: CN(C)C=O (DMF). Reaction conditions: temperature 60 celsius, time 16 hour. The product is IC1=C(OCC2OC2)C=C(C=C1)C(F)(F)F ([(2-iodo-5-trifluoromethylphenoxy)methyl]oxirane). The yield is 86.0%. Reaction SMILES: [I:1][C:2]1[CH:7]=[CH:6][C:5]([C:8]([F:11])([F:10])[F:9])=[CH:4][C:3]=1[OH:12].[H-].[Na+].[CH2:15]([CH:17]1[O:19][CH2:18]1)Cl>CN(C=O)C>[I:1][C:2]1[CH:7]=[CH:6][C:5]([C:8]([F:10])([F:11])[F:9])=[CH:4][C:3]=1[O:12][CH2:15][CH:17]1[CH2:18][O:19]1 |f:1.2|. Reported procedure: A sample of 20 g (0.069 mole) of 2-iodo-5-trifluoromethylphenol was added in portions to a suspension of 0.07 mole of NaH (from 3.36 g of 50% NaH which had been washed free of oil with hexane) in 150 ml of dry DMF under N2. When gas evolution had ceased, a 27 ml (0.347 mole) sample of epichlorohydrin was added dropwise at 5° C. The mixture was heated at 60° C. for 3 hr and allowed to stand at 25° C. for 16 hr. A precipitate was removed by filtration. The filtrate was concentrated to dryness in v...